This data is from the Open Reaction Database (ORD), a public repository of structured organic reaction records. The task is: describe an organic reaction: reactants, conditions, products, and yield The reactants are BrC=1C=C(C(=C(C1)F)[N+](=O)[O-])F (5-bromo-1,3-difluoro-2-nitrobenzene), C1(CC1)B(O)O (cyclopropylboronic acid), [O-]P(=O)([O-])[O-].[K+].[K+].[K+] (K3PO4), [Na+].[Br-] (NaBr). The reagents and catalysts are C=1C=CC(=CC1)[P](C=2C=CC=CC2)(C=3C=CC=CC3)[Pd]([P](C=4C=CC=CC4)(C=5C=CC=CC5)C=6C=CC=CC6)([P](C=7C=CC=CC7)(C=8C=CC=CC8)C=9C=CC=CC9)[P](C=1C=CC=CC1)(C=1C=CC=CC1)C=1C=CC=CC1 (Pd(PPh3)4). Run in C1(=CC=CC=C1)C (toluene). Run at temperature 160 celsius. Product: C1(CC1)C=1C=C(C(=C(C1)F)[N+](=O)[O-])F (5-Cyclopropyl-1,3-difluoro-2-nitrobenzene). Isolated yield 141.0%. Reaction SMILES: Br[C:2]1[CH:3]=[C:4]([F:12])[C:5]([N+:9]([O-:11])=[O:10])=[C:6]([F:8])[CH:7]=1.[CH:13]1(B(O)O)[CH2:15][CH2:14]1.[O-]P([O-])([O-])=O.[K+].[K+].[K+].[Na+].[Br-]>C1C=CC([P]([Pd]([P](C2C=CC=CC=2)(C2C=CC=CC=2)C2C=CC=CC=2)([P](C2C=CC=CC=2)(C2C=CC=CC=2)C2C=CC=CC=2)[P](C2C=CC=CC=2)(C2C=CC=CC=2)C2C=CC=CC=2)(C2C=CC=CC=2)C2C=CC=CC=2)=CC=1.C1(C)C=CC=CC=1>[CH:13]1([C:2]2[CH:3]=[C:4]([F:12])[C:5]([N+:9]([O-:11])=[O:10])=[C:6]([F:8])[CH:7]=2)[CH2:15][CH2:14]1 |f:2.3.4.5,6.7,^1:32,34,53,72|. Reported procedure: 5-bromo-1,3-difluoro-2-nitrobenzene (D24, 560 mg, 2.35 mmol), cyclopropylboronic acid (1 eq., 2.35 mmol, 0.2 g), K3PO4 (3 eq., 7.1 mmol, 1.50 g), NaBr (1 eq., 2.35 mmol, 0.24 g) and Pd(PPh3)4 (280 mg) were added to 3 ml of dry toluene and the mixture was heated by microwave at 160° C. for 40 minutes. The mixture was then poured onto water (10 ml) and extracted with ethyl acetate (3×20 ml). The combined organics were dried over MgSO4, filtered and the solvent was evaporated to afford 660 mg of br... Starting materials: Brc1ccc(-n2nnc(-c3ccccn3)n2)cc1, C1COCCN1, C1CCOC1, CC(C)(C)[O-], c1ccc(-c2ccccc2P(C2CCCCC2)C2CCCCC2)cc1, Cl, [Na+], O=C(C=Cc1ccccc1)C=Cc1ccccc1, O=C(C=Cc1ccccc1)C=Cc1ccccc1, O=C(C=Cc1ccccc1)C=Cc1ccccc1, [Pd], [Pd]. Yields the product c1ccc(-c2nnn(-c3ccc(C4COCCN4)cc3)n2)nc1. As a reaction SMILES: [Br:1][c:2]1[cH:3][cH:4][c:5](-[n:8]2[n:9][c:10](-[c:13]3[n:14][cH:15][cH:16][cH:17][cH:18]3)[n:11][n:12]2)[cH:6][cH:7]1.[CH2:50]1[CH2:51][O:52][CH2:53][CH2:54][NH:55]1.[CH2:57]1[O:58][CH2:59][CH2:60][CH2:61]1.[CH3:44][C:45]([CH3:46])([O-:47])[CH3:48].[CH:19]1([P:20]([CH:21]2[CH2:22][CH2:23][CH2:24][CH2:25][CH2:26]2)[c:27]2[cH:28][cH:29][cH:30][cH:31][c:32]2-[c:33]2[cH:34][cH:35][cH:36][cH:37][cH:38]2)[CH2:39][CH2:40][CH2:41][CH2:42][CH2:43]1.[ClH:56].[Na+:49].[O:100]=[C:101]([CH:102]=[CH:103][c:104]1[cH:105][cH:106][cH:107][cH:108][cH:109]1)[CH:110]=[CH:111][c:112]1[cH:113][cH:114][cH:115][cH:116][cH:117]1.[O:64]=[C:65]([CH:66]=[CH:67][c:68]1[cH:69][cH:70][cH:71][cH:72][cH:73]1)[CH:74]=[CH:75][c:76]1[cH:77][cH:78][cH:79][cH:80][cH:81]1.[O:82]=[C:83]([CH:84]=[CH:85][c:86]1[cH:87][cH:88][cH:89][cH:90][cH:91]1)[CH:92]=[CH:93][c:94]1[cH:95][cH:96][cH:97][cH:98][cH:99]1.[Pd:62].[Pd:63]>>[c:2]1([CH:50]2[CH2:51][O:52][CH2:53][CH2:54][NH:55]2)[cH:3][cH:4][c:5](-[n:8]2[n:9][c:10](-[c:13]3[n:14][cH:15][cH:16][cH:17][cH:18]3)[n:11][n:12]2)[cH:6][cH:7]1. The reactants are COC1=CC=C(C(=O)C=2OC3=C(C2C)C(=C(C=C3CC=C)Cl)O)C=C1 (2-(p-methoxybenzoyl)-3-methyl-4-hydroxy-5-chloro-7-allylbenzofuran). The reagents and catalysts are [Pd] (palladium on charcoal). Run in C(C)O (ethanol). Product: COC1=CC=C(C(=O)C=2OC3=C(C2C)C(=C(C=C3CCC)Cl)O)C=C1 (2-(p-methoxybenzoyl)-3-methyl-4-hydroxy-5-chloro-7-propylbenzofuran). The yield is 98.9%. As a reaction SMILES: [CH3:1][O:2][C:3]1[CH:25]=[CH:24][C:6]([C:7]([C:9]2[O:10][C:11]3[C:18]([CH2:19][CH:20]=[CH2:21])=[CH:17][C:16]([Cl:22])=[C:15]([OH:23])[C:12]=3[C:13]=2[CH3:14])=[O:8])=[CH:5][CH:4]=1>C(O)C.[Pd]>[CH3:1][O:2][C:3]1[CH:4]=[CH:5][C:6]([C:7]([C:9]2[O:10][C:11]3[C:18]([CH2:19][CH2:20][CH3:21])=[CH:17][C:16]([Cl:22])=[C:15]([OH:23])[C:12]=3[C:13]=2[CH3:14])=[O:8])=[CH:24][CH:25]=1. Reported procedure: A solution of 2-(p-methoxybenzoyl)-3-methyl-4-hydroxy-5-chloro-7-allylbenzofuran (110 mg; 0.31 mmole) in ethanol (15 mL) was hydrogenated in a Parr apparatus at 20 psi in the presence of 5% palladium on charcoal. The catalyst was filtered off and the filtrate was evaporated in vacuo to yield 110 mg of 2-(p-methoxybenzoyl)-3-methyl-4-hydroxy-5-chloro-7-propylbenzofuran. Starting materials: CCCCCCCCCCCCCCCCCC(=O)O, CCCCCCCCCCCCCCCC(O)C(N)CO, CCOC(C)=O, CCCCCCC. Product: CCCCCCCCCCCCCCCCCC(=O)NC(CO)C(O)CCCCCCCCCCCCCCC. RXN SMILES: [CH3:1][CH2:2][CH2:3][CH2:4][CH2:5][CH2:6][CH2:7][CH2:8][CH2:9][CH2:10][CH2:11][CH2:12][CH2:13][CH2:14][CH2:15][CH2:16][CH2:17][C:18]([OH:19])=[O:20].[CH3:21][CH2:22][CH2:23][CH2:24][CH2:25][CH2:26][CH2:27][CH2:28][CH2:29][CH2:30][CH2:31][CH2:32][CH2:33][CH2:34][CH2:35][CH:36]([OH:37])[CH:38]([NH2:39])[CH2:40][OH:41].[CH3:42][CH2:43][O:44][C:45](=[O:46])[CH3:47].[CH3:48][CH2:49][CH2:50][CH2:51][CH2:52][CH2:53][CH3:54]>>[CH3:1][CH2:2][CH2:3][CH2:4][CH2:5][CH2:6][CH2:7][CH2:8][CH2:9][CH2:10][CH2:11][CH2:12][CH2:13][CH2:14][CH2:15][CH2:16][CH2:17][C:18](=[O:19])[NH:39][CH:38]([CH:36]([CH2:35][CH2:34][CH2:33][CH2:32][CH2:31][CH2:30][CH2:29][CH2:28][CH2:27][CH2:26][CH2:25][CH2:24][CH2:23][CH2:22][CH3:21])[OH:37])[CH2:40][OH:41]. Reported procedure: tert-Butyl N-[1-[4-[(3S)-3-methylmorpholin-4-yl]-6-(methylsulfonylmethyl)pyrimidin-2-yl]-4-piperidyl]carbamate (1.30 g, 2.77 mmol) was dissolved in methanol (10 mL). 4M Hydrochloric acid in dioxane (10 mL) was added. The reaction was stirred at RT for 3 hours. Saturated aqueous sodium bicarbonate was added until pH7 was reached and the organic solvents were removed in vacuo. Water (20 mL) was added and the product was extracted into ethyl acetate (50 mL). The aqueous layer was extracted with a s... Solvent: O1CCOCC1 (dioxane), CO (methanol). Conditions: time 3 hour. Reactants: Cl (Hydrochloric acid), C[C@@H]1N(CCOC1)C1=NC(=NC(=C1)CS(=O)(=O)C)N1CCC(CC1)NC(OC(C)(C)C)=O (tert-Butyl N-[1-[4-[(3S)-3-methylmorpholin-4-yl]-6-(methylsulfonylmethyl)pyrimidin-2-yl]-4-piperidyl]carbamate), C([O-])(O)=O.[Na+] (sodium bicarbonate). As a reaction SMILES: [CH3:1][C@H:2]1[CH2:7][O:6][CH2:5][CH2:4][N:3]1[C:8]1[CH:13]=[C:12]([CH2:14][S:15]([CH3:18])(=[O:17])=[O:16])[N:11]=[C:10]([N:19]2[CH2:24][CH2:23][CH:22]([NH:25]C(=O)OC(C)(C)C)[CH2:21][CH2:20]2)[N:9]=1.Cl.C(=O)(O)[O-].[Na+]>CO.O1CCOCC1>[CH3:1][C@H:2]1[CH2:7][O:6][CH2:5][CH2:4][N:3]1[C:8]1[CH:13]=[C:12]([CH2:14][S:15]([CH3:18])(=[O:16])=[O:17])[N:11]=[C:10]([N:19]2[CH2:20][CH2:21][CH:22]([NH2:25])[CH2:23][CH2:24]2)[N:9]=1 |f:2.3|. Product: C[C@@H]1N(CCOC1)C1=NC(=NC(=C1)CS(=O)(=O)C)N1CCC(CC1)N (1-[4-[(3S)-3-Methylmorpholin-4-yl]-6-(methylsulfonylmethyl)pyrimidin-2-yl]piperidin-4-amine). Isolated yield 102.6%. Starting materials: CC(C)(C)OC(=O)c1ccc(C(N)=O)c2[nH]ccc12, ClCCl, O=C(O)C(F)(F)F. Product: NC(=O)c1ccc(C(=O)O)c2cc[nH]c12. Reaction SMILES: [C:1]([NH2:2])(=[O:3])[c:4]1[cH:5][cH:6][c:7]([C:13](=[O:14])[O:15][C:16]([CH3:17])([CH3:18])[CH3:19])[c:8]2[cH:9][cH:10][nH:11][c:12]12.[Cl:27][CH2:28][Cl:29].[OH:20][C:21]([C:22]([F:23])([F:24])[F:25])=[O:26]>>[C:1]([NH2:2])(=[O:3])[c:4]1[cH:5][cH:6][c:7]([C:13](=[O:14])[OH:15])[c:8]2[cH:9][cH:10][nH:11][c:12]12. The reactants are BrC1=C(C=CC(=C1)C)C(CF)(CF)O (2-(2-bromo-4-methylphenyl)-1,3-difluoropropan-2-ol), [NH4+].[Cl-] (NH4Cl), CCN(C(C)C)C(C)C (DIPEA), C(OC)Cl (MOMCl). Solvent: C(Cl)Cl (DCM). Conditions: time 11 hour. The product is BrC1=C(C=CC(=C1)C)C(CF)(CF)OCOC (2-bromo-1-(1,3-difluoro-2-(methoxymethoxy)propan-2-yl)-4-methylbenzene). Yield: 79.2%. As a reaction SMILES: [Br:1][C:2]1[CH:7]=[C:6]([CH3:8])[CH:5]=[CH:4][C:3]=1[C:9]([OH:14])([CH2:12][F:13])[CH2:10][F:11].CCN(C(C)C)C(C)C.[CH2:24](Cl)[O:25][CH3:26].[NH4+].[Cl-]>C(Cl)Cl>[Br:1][C:2]1[CH:7]=[C:6]([CH3:8])[CH:5]=[CH:4][C:3]=1[C:9]([O:14][CH2:24][O:25][CH3:26])([CH2:10][F:11])[CH2:12][F:13] |f:3.4|. Reported procedure: To a stirring solution of 2-(2-bromo-4-methylphenyl)-1,3-difluoropropan-2-ol (1.3 g, 4.9 mmol) in DCM (10 mL) at rt were successively added DIPEA (3.4 mL, 19.6 mol) and MOMCl (0.6 mL, 7.4 mmol) over a 10 min period. The solution was stirred 11 h at rt followed by addition of a saturated aqueous NH4Cl solution (20 mL). The aqueous phase was segregated, and the organic one was washed with water (20 mL), brine (20 mL), dried with anhydrous Na2SO4, filtered, and concentrated to give pure 2-bromo-1-(... The reactants are Cl.ClC1=C(C=CC=C1)C1=C(C=CC(=C1)F)CN ([(2-chlorophenyl)-4-fluorophenyl]methylamine hydrochloride), ICC(=O)N (iodoacetamide), C([O-])(O)=O.[Na+] (sodium bicarbonate). The solvent is C(C)O (ethanol). Yields the product ClC1=C(C=CC=C1)C1=C(C=CC(=C1)F)CNCC(=O)N (2-[(2-Chlorophenyl)-4-fluorophenyl]methylaminoacetamide). Reaction SMILES: Cl.[Cl:2][C:3]1[CH:8]=[CH:7][CH:6]=[CH:5][C:4]=1[C:9]1[CH:14]=[C:13]([F:15])[CH:12]=[CH:11][C:10]=1[CH2:16][NH2:17].I[CH2:19][C:20]([NH2:22])=[O:21].C(=O)(O)[O-].[Na+]>C(O)C>[Cl:2][C:3]1[CH:8]=[CH:7][CH:6]=[CH:5][C:4]=1[C:9]1[CH:14]=[C:13]([F:15])[CH:12]=[CH:11][C:10]=1[CH2:16][NH:17][CH2:19][C:20]([NH2:22])=[O:21] |f:0.1,3.4|. Reported procedure: A reaction vessel was charged with 5 g (18.4 mmole) of [(2-chlorophenyl)-4-fluorophenyl]methylamine hydrochloride, 3.4 g (18.4 mmole) of iodoacetamide, 3.2 g (3.8 mmole) of sodium bicarbonate and 150 ml of absolute ethanol. The resulting suspension was brought to reflux and held at reflux for 42 hours. Solvent was evaporated under reduced pressure and the residue was dissolved in water. The aqueous phase was extracted with dichloromethane, and then the organic phase was dried over potassium bica...